Dataset: the Open Reaction Database (ORD), a public repository of structured organic reaction records. Task: describe an organic reaction: reactants, conditions, products, and yield The reactants are CCO, O=C[O-], NC(=O)c1ccccc1Oc1cn[nH]c(=O)c1Cl, [NH4+]. Product: NC(=O)c1ccccc1Oc1cn[nH]c(=O)c1. As a reaction SMILES: [CH3:23][CH2:24][OH:25].[CH:19]([O-:20])=[O:21].[Cl:1][c:2]1[c:3]([O:9][c:10]2[c:11]([C:12](=[O:13])[NH2:14])[cH:15][cH:16][cH:17][cH:18]2)[cH:4][n:5][nH:6][c:7]1=[O:8].[NH4+:22]>>[cH:2]1[c:3]([O:9][c:10]2[c:11]([C:12](=[O:13])[NH2:14])[cH:15][cH:16][cH:17][cH:18]2)[cH:4][n:5][nH:6][c:7]1=[O:8].